Dataset: the Open Reaction Database (ORD), a public repository of structured organic reaction records. Task: describe an organic reaction: reactants, conditions, products, and yield The reactants are C(C=C)Br (allyl bromide), C(COCCOCCO)O (triethylene glycol), CC(C)([O-])C.[K+] (potassium t-butoxide), [I-].[K+] (potassium iodide). Run in C1CCOC1 (THF), C1CCOC1 (THF). Run at time 0.5 hour. Yields the product C(C=C)C(COCCOCCO)O (Allyl-triethylene glycol). As a reaction SMILES: [CH2:1]([OH:10])[CH2:2][O:3][CH2:4][CH2:5][O:6][CH2:7][CH2:8][OH:9].[CH3:11][C:12](C)([O-])[CH3:13].[K+].[I-].[K+].C(Br)C=C>C1COCC1>[CH2:13]([CH:1]([OH:10])[CH2:2][O:3][CH2:4][CH2:5][O:6][CH2:7][CH2:8][OH:9])[CH:12]=[CH2:11] |f:1.2,3.4|. Procedure: Allyl-triethylene glycol was prepared according to the literature method with modifications (Setz O, et al. Angew Chem Int Ed Engl. 1995, 34, 803-805). Thus, the mixture of triethylene glycol (11.83 g, 78.8 mmol), potassium t-butoxide (4.42 g, 39.4 mmol) and potassium iodide (0.65 g, 3.94 mmol) in THF (500 mL) was stirred at room temperature for 0.5 h, into which was added dropwise allyl bromide (4.767 g, 39.4 mmol) in THF (120 mL) over a period of 1.5 h. After continuing to be stirred at room t...